From a dataset of the Open Reaction Database (ORD), a public repository of structured organic reaction records. describe an organic reaction: reactants, conditions, products, and yield Starting materials: [Cl-].N[N+]1=CC=CC=C1 (1-Aminopyridinium chloride), ClC1=C(OC=2C=CC(=C(C(=O)Cl)C2)[N+](=O)[O-])C=CC(=C1)C(F)(F)F (5-(2-chloro-4-trifluoromethylphenoxy)-2-nitrobenzoyl chloride). Solvent: C(C)#N (acetonitrile). Conditions: time 40 minute. The product is [Cl-].ClC1=C(OC=2C=CC(=C(C(=O)N[N+]3=CC=CC=C3)C2)[N+](=O)[O-])C=CC(=C1)C(F)(F)F (1-[5-(2-chloro-4-trifluoromethylphenoxy)-2-nitrobenzamido]pyridinium chloride). Yield: 156.1%. As a reaction SMILES: [Cl-].[NH2:2][N+:3]1[CH:8]=[CH:7][CH:6]=[CH:5][CH:4]=1.[Cl:9][C:10]1[CH:28]=[C:27]([C:29]([F:32])([F:31])[F:30])[CH:26]=[CH:25][C:11]=1[O:12][C:13]1[CH:14]=[CH:15][C:16]([N+:22]([O-:24])=[O:23])=[C:17]([CH:21]=1)[C:18](Cl)=[O:19]>C(#N)C>[Cl-:9].[Cl:9][C:10]1[CH:28]=[C:27]([C:29]([F:30])([F:32])[F:31])[CH:26]=[CH:25][C:11]=1[O:12][C:13]1[CH:14]=[CH:15][C:16]([N+:22]([O-:24])=[O:23])=[C:17]([CH:21]=1)[C:18]([NH:2][N+:3]1[CH:8]=[CH:7][CH:6]=[CH:5][CH:4]=1)=[O:19] |f:0.1,4.5|. Procedure details: 1-Aminopyridinium chloride (2.9 g) was added to 5-(2-chloro-4-trifluoromethylphenoxy)-2-nitrobenzoyl chloride (7.6 g) in acetonitrile (50 ml). The mixture was stirred and heated to reflux. After 20 minutes a solid precipitated. Reflux was continued for a further 40 minutes. Then the mixture was cooled in ice and the solid filtered off. The solid was washed with cold acetonitrile, then with ether, and was air dried to give 7.4 g of the desired product, mp 234°-237° C. The reactants are COC(=O)C=1C(=NOC1N)C1=C(C=CC=C1)Cl (methyl-5-amino-3-(2-chlorophenyl)isoxazol-4-carboxylate), [OH-].[Na+] (sodium hydroxide). Run in CO (methanol). The product is NC1=C(C(=NO1)C1=C(C=CC=C1)Cl)C(=O)O (5-amino-3-(2-chlorophenyl)isoxazol-4-carboxylic acid). The yield is 64.5%. RXN SMILES: C[O:2][C:3]([C:5]1[C:6]([C:11]2[CH:16]=[CH:15][CH:14]=[CH:13][C:12]=2[Cl:17])=[N:7][O:8][C:9]=1[NH2:10])=[O:4].[OH-].[Na+]>CO>[NH2:10][C:9]1[O:8][N:7]=[C:6]([C:11]2[CH:16]=[CH:15][CH:14]=[CH:13][C:12]=2[Cl:17])[C:5]=1[C:3]([OH:4])=[O:2] |f:1.2|. Reported procedure: In a similar manner as described in Preparation Example 25, by using methanol (60 mL), methyl-5-amino-3-(2-chlorophenyl)isoxazol-4-carboxylate (6.0 g, 23.75 mmol) and 3% sodium hydroxide aqueous solution (60 mL), a white solid required compound (3.66 g, 15.33 mmol, 65%) was obtained.